Dataset: the Open Reaction Database (ORD), a public repository of structured organic reaction records. Task: describe an organic reaction: reactants, conditions, products, and yield Reactants: C(C)(C)(C)C1=CC(=C(C=N1)C=1N([C@]([C@](N1)(C)C1=CC=C(C=C1)Cl)(C)C1=CC=C(C=C1)Cl)C(=O)N1CCC(CC1)CC(=O)O)OCC ({1-[(4S,5R)-2-(6-tert-butyl-4-ethoxy-pyridin-3-yl)-4,5-bis-(4-chloro-phenyl)-4,5-dimethyl-4,5-dihydro-imidazole-1-carbonyl]-piperidin-4-yl}-acetic acid), C(C)(C)OCCNCCOC(C)C (bis-(isopropoxy-ethyl)-amine). The product is C(C)(C)(C)C1=CC(=C(C=N1)C=1N([C@]([C@](N1)(C)C1=CC=C(C=C1)Cl)(C)C1=CC=C(C=C1)Cl)C(=O)N1CCC(CC1)CC(=O)N(CCOC(C)C)CCOC(C)C)OCC (2-{1-[(4S,5R)-2-(6-tert-Butyl-4-ethoxy-pyridin-3-yl)-4,5-bis-(4-chloro-phenyl)-4,5-dimethyl-4,5-dihydro-imidazole-1-carbonyl]-piperidin-4-yl}-N,N-bis-(2-isopropoxy-ethyl)-acetamide). Reaction SMILES: [C:1]([C:5]1[N:10]=[CH:9][C:8]([C:11]2[N:12]([C:32]([N:34]3[CH2:39][CH2:38][CH:37]([CH2:40][C:41](O)=[O:42])[CH2:36][CH2:35]3)=[O:33])[C@@:13]([C:25]3[CH:30]=[CH:29][C:28]([Cl:31])=[CH:27][CH:26]=3)([CH3:24])[C@@:14]([C:17]3[CH:22]=[CH:21][C:20]([Cl:23])=[CH:19][CH:18]=3)([CH3:16])[N:15]=2)=[C:7]([O:44][CH2:45][CH3:46])[CH:6]=1)([CH3:4])([CH3:3])[CH3:2].[CH:47]([O:50][CH2:51][CH2:52][NH:53][CH2:54][CH2:55][O:56][CH:57]([CH3:59])[CH3:58])([CH3:49])[CH3:48]>>[C:1]([C:5]1[N:10]=[CH:9][C:8]([C:11]2[N:12]([C:32]([N:34]3[CH2:39][CH2:38][CH:37]([CH2:40][C:41]([N:53]([CH2:52][CH2:51][O:50][CH:47]([CH3:49])[CH3:48])[CH2:54][CH2:55][O:56][CH:57]([CH3:58])[CH3:59])=[O:42])[CH2:36][CH2:35]3)=[O:33])[C@@:13]([C:25]3[CH:26]=[CH:27][C:28]([Cl:31])=[CH:29][CH:30]=3)([CH3:24])[C@@:14]([C:17]3[CH:22]=[CH:21][C:20]([Cl:23])=[CH:19][CH:18]=3)([CH3:16])[N:15]=2)=[C:7]([O:44][CH2:45][CH3:46])[CH:6]=1)([CH3:2])([CH3:4])[CH3:3]. Procedure details: In a manner analogous to the method described in example 163, {1-[(4S,5R)-2-(6-tert-butyl-4-ethoxy-pyridin-3-yl)-4,5-bis-(4-chloro-phenyl)-4,5-dimethyl-4,5-dihydro-imidazole-1-carbonyl]-piperidin-4-yl}-acetic acid was coupled with bis-(isopropoxy-ethyl)-amine (TCI-US) to give the title compound. HR-MS (ES, m/z) calculated for C46H63Cl2N5O5 [(M+H)+] 836.4279, observed 836.4274. Yields the product CCOP(=O)(CC(=O)N1CCc2c(sc3ncnc(Nc4ccc(F)c(Cl)c4)c23)C1)OCC. RXN SMILES: [B-:44]([F:45])([F:46])([F:47])[F:48].[CH2:23]([CH3:24])[O:25][P:26](=[O:27])([O:28][CH2:29][CH3:30])[CH2:31][C:32](=[O:33])[OH:34].[CH:35]([N:36]([CH2:37][CH3:38])[CH:39]([CH3:40])[CH3:41])([CH3:42])[CH3:43].[Cl:1][c:2]1[cH:3][c:4]([NH:9][c:10]2[c:11]3[c:12]([n:13][cH:14][n:15]2)[s:16][c:17]2[c:18]3[CH2:19][CH2:20][NH:21][CH2:22]2)[cH:5][cH:6][c:7]1[F:8].[O:66]=[CH:67][N:68]([CH3:69])[CH3:70].[n:49]1([O:50][C:51]([N:52]([CH3:53])[CH3:54])=[N+:55]([CH3:56])[CH3:57])[c:58]2[cH:59][cH:60][cH:61][cH:62][c:63]2[n:64][n:65]1>>[Cl:1][c:2]1[cH:3][c:4]([NH:9][c:10]2[c:11]3[c:12]([n:13][cH:14][n:15]2)[s:16][c:17]2[c:18]3[CH2:19][CH2:20][N:21]([C:32]([CH2:31][P:26]([O:25][CH2:23][CH3:24])(=[O:27])[O:28][CH2:29][CH3:30])=[O:33])[CH2:22]2)[cH:5][cH:6][c:7]1[F:8]. The reactants are F[B-](F)(F)F, CCOP(=O)(CC(=O)O)OCC, CCN(C(C)C)C(C)C, Fc1ccc(Nc2ncnc3sc4c(c23)CCNC4)cc1Cl, CN(C)C=O, CN(C)C(On1nnc2ccccc21)=[N+](C)C. Starting materials: O=C(c1ncc[nH]1)c1ncc[nH]1, NCc1ccc2c(c1)OCO2, Cc1sc(C(=O)O)cc1NC(=O)Cc1ccccc1. Product: Cc1sc(C(=O)NCc2ccc3c(c2)OCO3)cc1NC(=O)Cc1ccccc1. RXN SMILES: [C:1]([c:2]1[nH:3][cH:4][cH:5][n:6]1)([c:7]1[nH:8][cH:9][cH:10][n:11]1)=[O:12].[CH2:32]([c:33]1[cH:34][c:35]2[c:39]([cH:40][cH:41]1)[O:38][CH2:37][O:36]2)[NH2:42].[CH3:13][c:14]1[c:15]([NH:22][C:23]([CH2:24][c:25]2[cH:26][cH:27][cH:28][cH:29][cH:30]2)=[O:31])[cH:16][c:17]([C:19](=[O:20])[OH:21])[s:18]1>>[CH3:13][c:14]1[c:15]([NH:22][C:23]([CH2:24][c:25]2[cH:26][cH:27][cH:28][cH:29][cH:30]2)=[O:31])[cH:16][c:17]([C:19](=[O:21])[NH:42][CH2:32][c:33]2[cH:34][c:35]3[c:39]([cH:40][cH:41]2)[O:38][CH2:37][O:36]3)[s:18]1. Starting materials: Cn1c(COc2ccc(CC3SC(=O)N(C(c4ccccc4)(c4ccccc4)c4ccccc4)C3=O)cc2)nc2ccc(OCc3ccccc3)nc21, CC(=O)O, CCOC(C)=O, O. The product is Cn1c(COc2ccc(CC3SC(=O)NC3=O)cc2)nc2ccc(OCc3ccccc3)nc21. Reaction SMILES: [CH2:1]([c:2]1[cH:3][cH:4][cH:5][cH:6][cH:7]1)[O:8][c:9]1[cH:10][cH:11][c:12]2[c:13]([n:14]1)[n:15]([CH3:53])[c:16]([CH2:18][O:19][c:20]1[cH:21][cH:22][c:23]([CH2:24][CH:25]3[C:26](=[O:50])[N:27]([C:31]([c:32]4[cH:33][cH:34][cH:35][cH:36][cH:37]4)([c:38]4[cH:39][cH:40][cH:41][cH:42][cH:43]4)[c:44]4[cH:45][cH:46][cH:47][cH:48][cH:49]4)[C:28](=[O:30])[S:29]3)[cH:51][cH:52]1)[n:17]2.[CH3:54][C:55](=[O:56])[OH:57].[CH3:59][CH2:60][O:61][C:62](=[O:63])[CH3:64].[OH2:58]>>[CH2:1]([c:2]1[cH:3][cH:4][cH:5][cH:6][cH:7]1)[O:8][c:9]1[cH:10][cH:11][c:12]2[c:13]([n:14]1)[n:15]([CH3:53])[c:16]([CH2:18][O:19][c:20]1[cH:21][cH:22][c:23]([CH2:24][CH:25]3[C:26](=[O:50])[NH:27][C:28](=[O:30])[S:29]3)[cH:51][cH:52]1)[n:17]2. Starting materials: CC(=O)SCC(=Cc1ccccc1)C(=O)O, CCOC(=O)CCN. The product is CCOC(=O)CCNC(=O)C(=Cc1ccccc1)CSC(C)=O. Reaction SMILES: [C:1]([CH3:2])(=[O:3])[S:4][CH2:5][C:6]([C:7](=[O:8])[OH:9])=[CH:10][c:11]1[cH:12][cH:13][cH:14][cH:15][cH:16]1.[NH2:17][CH2:18][CH2:19][C:20](=[O:21])[O:22][CH2:23][CH3:24]>>[C:1]([CH3:2])(=[O:3])[S:4][CH2:5][C:6]([C:7](=[O:9])[NH:17][CH2:18][CH2:19][C:20](=[O:21])[O:22][CH2:23][CH3:24])=[CH:10][c:11]1[cH:12][cH:13][cH:14][cH:15][cH:16]1. The reactants are CSC1=C(N)C=C(C(=C1)SC)SC (2,4,5 trimethylthioaniline), C(C)(=O)OC(C)=O (acetic anhydride), Ligroin. Yields the product C(C)(=O)NC1=C(C=C(C(=C1)SC)SC)SC (N-Acetyl 2,4,5 trimethylthioaniline). Yield: 62.0%. RXN SMILES: [CH3:1][S:2][C:3]1[CH:9]=[C:8]([S:10][CH3:11])[C:7]([S:12][CH3:13])=[CH:6][C:4]=1[NH2:5].[C:14](OC(=O)C)(=[O:16])[CH3:15]>>[C:14]([NH:5][C:4]1[CH:6]=[C:7]([S:12][CH3:13])[C:8]([S:10][CH3:11])=[CH:9][C:3]=1[S:2][CH3:1])(=[O:16])[CH3:15]. Procedure details: N-Acetyl 2,4,5 trimethylthioaniline was prepared by dissolving 2,4,5 trimethylthioaniline (33 g, 0.143 mol) in 200 mL of acetic anhydride at room temperature. Ligroin (800 mL) was added and the mixture was stirred and cooled until the product precipitated. The solid was collected and dried (24 g, 62% yield), mp 87-89° C. Reactants: C1CN(C[C@@H](N1)C(=O)O)CCCC(=O)O (D-CPC), C(CCC)O.C(C)(=O)O.O (n-butanol acetic acid water), CCO (EtOH), cellulose. Yields the product C1=CC=C2C(=C1)C(=O)C(C2=O)(O)O (ninhydrin). As a reaction SMILES: C1N[C@@H](C(O)=O)CN([CH2:10][CH2:11][CH2:12][C:13]([OH:15])=[O:14])C1.[CH3:16][CH2:17][OH:18].[CH2:19](O)[CH2:20][CH2:21]C.C(O)(=[O:26])C.O>>[CH:19]1[CH:10]=[C:11]2[C:12]([C:13]([OH:14])([OH:15])[C:17](=[O:18])[C:16]2=[CH:21][CH:20]=1)=[O:26] |f:2.3.4|. Procedure: The column is washed with 80 l of water, followed by passage of 240 l of 0-10% EtOH at SV=1.0 (80 l/hr.). The eluate is collected in 8 l fractions which are assayed by HPLC. The HPLC gives an elution curve corresponding to the first half of the attached drawing. It is clear that D-CPC and DA-CPC are eluted in two distinct patterns. A further amount of 10% EtOH may be passed to elute CPC but in order to save on the elution time and obtain a better-defined elution curve, the eluant is replaced wit... The reactants are OCC(C(=O)O)(C)C (3-hydroxy-2,2-dimethylpropionic acid), ClC1=C(C=CC=C1)CNO (N-(2-chlorophenyl)methyl hydroxylamine), C1(CCCCC1)N=C=NC1CCCCC1 (dicyclohexylcarbodiimide). Solvent: C(C)O (ethanol), C(Cl)(Cl)Cl (chloroform). Run at time 60 hour. Yields the product ClC1=C(C=CC=C1)CN(C(C(CO)(C)C)=O)O (N-[(2-chlorophenyl)methyl]-N,3-dihydroxy-2,2-dimethylpropanamide). Yield: 7.9%. As a reaction SMILES: [OH:1][CH2:2][C:3]([CH3:8])([CH3:7])[C:4](O)=[O:5].[Cl:9][C:10]1[CH:15]=[CH:14][CH:13]=[CH:12][C:11]=1[CH2:16][NH:17][OH:18].C1(N=C=NC2CCCCC2)CCCCC1>C(O)C.C(Cl)(Cl)Cl>[Cl:9][C:10]1[CH:15]=[CH:14][CH:13]=[CH:12][C:11]=1[CH2:16][N:17]([OH:18])[C:4](=[O:5])[C:3]([CH3:8])([CH3:7])[CH2:2][OH:1]. Reported procedure: To a stirred solution of 3.0 grams (0.025 mole) of 3-hydroxy-2,2-dimethylpropionic acid (Example 12, Step A) and 3.9 grams (0.025 mole) of N-(2-chlorophenyl)methyl hydroxylamine (Example 1, Step A-2) in 65 ml of ethanol was added dropwise a solution of 5.2 grams (0.025 mole) of dicyclohexylcarbodiimide in 25 ml of chloroform. Upon completion of addition the reaction mixture was stirred at ambient temperature for 60 hours. The reaction mixture was concentrated under reduced pressure to give a res...